Dataset: the Open Reaction Database (ORD), a public repository of structured organic reaction records. Task: describe an organic reaction: reactants, conditions, products, and yield Reactants: NC1=CC=CC=C1 (aniline), NC1=NC(=CC(=N1)N1C[C@H](OC[C@H]1C)C(=O)O)C1=CC(=C(C=C1)C#N)F ((2S,5R)-4-[2-amino-6-(4-cyano-3-fluorophenyl)-4-pyrimidinyl]-5-methyl-2-morpholinecarboxylic acid), C=1C=CC2=C(C1)N=NN2O (HOBT), C(CCl)Cl (EDC). The solvent is CCOC(=O)C (EtOAc), CN(C)C=O (DMF). The product is NC1=NC(=CC(=N1)N1C[C@H](OC[C@H]1C)C(=O)NC1=CC=CC=C1)C1=CC(=C(C=C1)C#N)F ((2S,5R)-4-[2-Amino-6-(4-cyano-3-fluorophenyl)-4-pyrimidinyl]-5-methyl-N-phenyl-2-morpholinecarboxamide). Yield: 67.9%. As a reaction SMILES: [NH2:1][C:2]1[N:7]=[C:6]([N:8]2[C@H:13]([CH3:14])[CH2:12][O:11][C@H:10]([C:15](O)=[O:16])[CH2:9]2)[CH:5]=[C:4]([C:18]2[CH:23]=[CH:22][C:21]([C:24]#[N:25])=[C:20]([F:26])[CH:19]=2)[N:3]=1.[CH:27]1[CH:28]=[CH:29][C:30]2N(O)N=[N:33][C:31]=2[CH:32]=1.C(Cl)CCl.NC1C=CC=CC=1>CCOC(C)=O.CN(C=O)C>[NH2:1][C:2]1[N:7]=[C:6]([N:8]2[C@H:13]([CH3:14])[CH2:12][O:11][C@H:10]([C:15]([NH:33][C:31]3[CH:32]=[CH:27][CH:28]=[CH:29][CH:30]=3)=[O:16])[CH2:9]2)[CH:5]=[C:4]([C:18]2[CH:23]=[CH:22][C:21]([C:24]#[N:25])=[C:20]([F:26])[CH:19]=2)[N:3]=1. Procedure details: A 5 mL vial was charged with (2S,5R)-4-[2-amino-6-(4-cyano-3-fluorophenyl)-4-pyrimidinyl]-5-methyl-2-morpholinecarboxylic acid (72 mg, 0.201 mmol), HOBT (29.9 mg, 0.222 mmol) and DMF (1 mL) under nitrogen. The mixture was stirred and cooled in an ice bath and then EDC (42.5 mg, 0.222 mmol) was added. After stirring 10 minutes, aniline (0.020 mL, 0.222 mmol) was added and the mixture was allowed to warm to room temperature and stir. At 2 and 4 hours, there was no change in progress. The mixture w...